Dataset: the Open Reaction Database (ORD), a public repository of structured organic reaction records. Task: describe an organic reaction: reactants, conditions, products, and yield Reactants: CO, CCN(C(C)C)C(C)C, ClCc1cn2ccccc2n1, ClCCl, NC(=O)c1ccc(N2CCNCC2)cc1, OCCO. Product: NC(=O)c1ccc(N2CCN(Cc3cn4ccccc4n3)CC2)cc1. As a reaction SMILES: [CH3:43][OH:44].[CH:27]([N:28]([CH:29]([CH3:30])[CH3:31])[CH2:32][CH3:33])([CH3:34])[CH3:35].[Cl:1][CH2:2][c:3]1[n:4][c:5]2[n:6]([cH:7][cH:8][cH:9][cH:10]2)[cH:11]1.[Cl:40][CH2:41][Cl:42].[N:12]1([c:18]2[cH:19][cH:20][c:21]([C:22](=[O:23])[NH2:24])[cH:25][cH:26]2)[CH2:13][CH2:14][NH:15][CH2:16][CH2:17]1.[OH:36][CH2:37][CH2:38][OH:39]>>[CH2:2]([c:3]1[n:4][c:5]2[n:6]([cH:7][cH:8][cH:9][cH:10]2)[cH:11]1)[N:15]1[CH2:14][CH2:13][N:12]([c:18]2[cH:19][cH:20][c:21]([C:22](=[O:23])[NH2:24])[cH:25][cH:26]2)[CH2:17][CH2:16]1. Reactants: ClCCl, Cc1cccnn1, CCOC(=O)Cl, c1ccc(-c2cc3ccccn3n2)cc1. Yields the product Cc1nnccc1-c1c(-c2ccccc2)nn2ccccc12. As a reaction SMILES: [CH2:29]([Cl:30])[Cl:31].[CH3:16][c:17]1[n:18][n:19][cH:20][cH:21][cH:22]1.[Cl:23][C:24]([O:25][CH2:26][CH3:27])=[O:28].[c:1]1(-[c:7]2[n:8][n:9]3[c:10]([cH:11][cH:12][cH:13][cH:14]3)[cH:15]2)[cH:2][cH:3][cH:4][cH:5][cH:6]1>>[c:1]1(-[c:7]2[n:8][n:9]3[c:10]([cH:11][cH:12][cH:13][cH:14]3)[c:15]2-[c:22]2[c:17]([CH3:16])[n:18][n:19][cH:20][cH:21]2)[cH:2][cH:3][cH:4][cH:5][cH:6]1. Reactants: C=O, CC(C)O, CC(C)NCCCN. Product: CC(C)N1CCCNC1. Reaction SMILES: [CH2:9]=[O:10].[CH:11]([OH:12])([CH3:13])[CH3:14].[CH:1]([CH3:2])([CH3:3])[NH:4][CH2:5][CH2:6][CH2:7][NH2:8]>>[CH:1]([CH3:2])([CH3:3])[N:4]1[CH2:5][CH2:6][CH2:7][NH:8][CH2:9]1. The reactants are N1CCC(CC1)C1=NSC2=C1C=CC=C2 (3-(4-piperidinyl)-1,2-benzisothiazole), C(CC1=CC=CC=C1)Br (phenethyl bromide), C([O-])([O-])=O.[K+].[K+] (potassium carbonate), [I-].[K+] (potassium iodide). Run in CN(C=O)C (dimethylformamide), O (water). Run at time 2 day. Yields the product Br.C(CC1=CC=CC=C1)N1CCC(CC1)C1=NSC2=C1C=CC=C2 (3-{1-[Phenethyl]-4-piperidinyl}-1,2-benzisothiazole hydrobromide). As a reaction SMILES: [NH:1]1[CH2:6][CH2:5][CH:4]([C:7]2[C:11]3[CH:12]=[CH:13][CH:14]=[CH:15][C:10]=3[S:9][N:8]=2)[CH2:3][CH2:2]1.[CH2:16]([Br:24])[CH2:17][C:18]1[CH:23]=[CH:22][CH:21]=[CH:20][CH:19]=1.C(=O)([O-])[O-].[K+].[K+].[I-].[K+]>O.CN(C)C=O>[BrH:24].[CH2:16]([N:1]1[CH2:2][CH2:3][CH:4]([C:7]2[C:11]3[CH:12]=[CH:13][CH:14]=[CH:15][C:10]=3[S:9][N:8]=2)[CH2:5][CH2:6]1)[CH2:17][C:18]1[CH:23]=[CH:22][CH:21]=[CH:20][CH:19]=1 |f:2.3.4,5.6,9.10|. Procedure details: A stirred mixture of 5.0 g of 3-(4-piperidinyl)-1,2-benzisothiazole, 4.60 g of phenethyl bromide, 7.95 g of potassium carbonate, 0.25 g of potassium iodide and 90 ml of dimethylformamide was heated at 60° for 20 hrs and stirred for 21/2 days at ambient temperature. The reaction mixture was poured into water and extracted with ethyl acetate. The organic extracts were dried over anhydrous magnesium sulfate and the solvent was removed in vacuo to yield an oil. The oil was purified by elution column... The reactants are BrC=1C(=NC=C(C(=O)OC)C1)N1C[C@@H](CC1)O ((R)-Methyl 5-bromo-6-(3-hydroxypyrrolidin-1-yl)nicotinate), N1=CN=CC(=C1)B(O)O (pyrimidin-5-ylboronic acid), C(=O)([O-])[O-].[Na+].[Na+] (Na2CO3). Reagents/catalysts: Cl[Pd]([P](C1=CC=CC=C1)(C2=CC=CC=C2)C3=CC=CC=C3)([P](C4=CC=CC=C4)(C5=CC=CC=C5)C6=CC=CC=C6)Cl (Pd(PPh3)2Cl2). The solvent is COCCOC (DME), CCO (EtOH), [Cl-].[Na+].O (brine). Conditions: temperature 95 celsius, time 1.5 hour. The product is O[C@H]1CN(CC1)C1=NC=C(C(=O)OC)C=C1C=1C=NC=NC1 ((R)-Methyl 6-(3-hydroxypyrrolidin-1-yl)-5-(pyrimidin-5-yl)nicotinate). Reaction SMILES: Br[C:2]1[C:3]([N:12]2[CH2:16][CH2:15][C@@H:14]([OH:17])[CH2:13]2)=[N:4][CH:5]=[C:6]([CH:11]=1)[C:7]([O:9][CH3:10])=[O:8].[N:18]1[CH:23]=[C:22](B(O)O)[CH:21]=[N:20][CH:19]=1.C([O-])([O-])=O.[Na+].[Na+]>COCCOC.CCO.[Cl-].[Na+].O.Cl[Pd](Cl)([P](C1C=CC=CC=1)(C1C=CC=CC=1)C1C=CC=CC=1)[P](C1C=CC=CC=1)(C1C=CC=CC=1)C1C=CC=CC=1>[OH:17][C@@H:14]1[CH2:15][CH2:16][N:12]([C:3]2[C:2]([C:22]3[CH:23]=[N:18][CH:19]=[N:20][CH:21]=3)=[CH:11][C:6]([C:7]([O:9][CH3:10])=[O:8])=[CH:5][N:4]=2)[CH2:13]1 |f:2.3.4,7.8.9,^1:47,66|. Procedure details: (R)-Methyl 5-bromo-6-(3-hydroxypyrrolidin-1-yl)nicotinate (Stage 170.3, 930 mg, 3.1 mmol) and pyrimidin-5-ylboronic acid (765 mg, 6.2 mmol) were dissolved in a solution of DME (5 mL) and EtOH (0.7 mL). A solution of 2 M Na2CO3 (4.63 mL, 9.26 mmol) was added, the mixture was flushed with argon, Pd(PPh3)2Cl2 (260 mg, 0.371 mmol) was added and the RM was stirred at 95° C. in a pressure safe vial for 1.5 h. After cooling at RT, the RM was treated with brine and extracted with EtOAc. The combined ext... Reactants: BrB(Br)Br, O=C([O-])O, COc1ccc(F)c2c1c(NS(=O)(=O)c1ccc(Cl)s1)nn2Cc1cccc(C(N)=O)c1, ClCCl, [Na+]. The product is NC(=O)c1cccc(Cn2nc(NS(=O)(=O)c3ccc(Cl)s3)c3c(O)ccc(F)c32)c1. As a reaction SMILES: [B:33]([Br:34])([Br:35])[Br:36].[C:37](=[O:38])([OH:39])[O-:40].[Cl:1][c:2]1[cH:3][cH:4][c:5]([S:7](=[O:8])(=[O:9])[NH:10][c:11]2[n:12][n:13]([CH2:23][c:24]3[cH:25][c:26]([C:27](=[O:28])[NH2:29])[cH:30][cH:31][cH:32]3)[c:14]3[c:15]([F:22])[cH:16][cH:17][c:18]([O:20][CH3:21])[c:19]23)[s:6]1.[Cl:42][CH2:43][Cl:44].[Na+:41]>>[Cl:1][c:2]1[cH:3][cH:4][c:5]([S:7](=[O:8])(=[O:9])[NH:10][c:11]2[n:12][n:13]([CH2:23][c:24]3[cH:25][c:26]([C:27](=[O:28])[NH2:29])[cH:30][cH:31][cH:32]3)[c:14]3[c:15]([F:22])[cH:16][cH:17][c:18]([OH:20])[c:19]23)[s:6]1.